Dataset: the Open Reaction Database (ORD), a public repository of structured organic reaction records. Task: describe an organic reaction: reactants, conditions, products, and yield Starting materials: [N+](=O)([O-])C1=CC=C(C=C1)N1CCNCC1 (1-(4-Nitrophenyl)piperazine), polyphosphoric acid, C([O-])([O-])=O.[K+].[K+] (potassium carbonate), BrCCCC#N (4-bromobutyronitrile). Run in CN1C(CCC1)=O (1-methyl-2-pyrrolidone). Product: NC1=CC=C(C=C1)N1CCN(CC1)CCCC(=O)N (4-[4-(4-aminophenyl)piperazin-1-yl]butanamide). As a reaction SMILES: [N+:1]([C:4]1[CH:9]=[CH:8][C:7]([N:10]2[CH2:15][CH2:14][NH:13][CH2:12][CH2:11]2)=[CH:6][CH:5]=1)([O-])=O.Br[CH2:17][CH2:18][CH2:19][C:20]#[N:21].C(=O)([O-])[O-:23].[K+].[K+]>CN1CCCC1=O>[NH2:1][C:4]1[CH:9]=[CH:8][C:7]([N:10]2[CH2:15][CH2:14][N:13]([CH2:17][CH2:18][CH2:19][C:20]([NH2:21])=[O:23])[CH2:12][CH2:11]2)=[CH:6][CH:5]=1 |f:2.3.4|. Procedure: 1-(4-Nitrophenyl)piperazine and 4-bromobutyronitrile were allowed to undergo the reaction under heating in 1-methyl-2-pyrrolidone in the presence of potassium carbonate. The resulting compound was allowed to react with polyphosphoric acid under heating and then subjected to catalytic hydrogenation in the same manner as shown in Reference Example 3 to obtain 4-[4-(4-aminophenyl)piperazin-1-yl]butanamide. F: 263. Reactants: CNC(=O)CBr, C1CCOC1, CCn1c(Nc2ccccc2Cl)nc2cnc(Oc3c(F)cccc3F)nc21, [H-], [Na+], O. The product is CCn1c(N(CC(=O)NC)c2ccccc2Cl)nc2cnc(Oc3c(F)cccc3F)nc21. As a reaction SMILES: [Br:31][CH2:32][C:33](=[O:34])[NH:35][CH3:36].[CH2:37]1[O:38][CH2:39][CH2:40][CH2:41]1.[F:3][c:4]1[c:5]([O:6][c:7]2[n:8][cH:9][c:10]3[n:11][c:12]([NH:18][c:19]4[c:20]([Cl:25])[cH:21][cH:22][cH:23][cH:24]4)[n:13]([CH2:16][CH3:17])[c:14]3[n:15]2)[c:26]([F:30])[cH:27][cH:28][cH:29]1.[H-:1].[Na+:2].[OH2:42]>>[F:3][c:4]1[c:5]([O:6][c:7]2[n:8][cH:9][c:10]3[n:11][c:12]([N:18]([c:19]4[c:20]([Cl:25])[cH:21][cH:22][cH:23][cH:24]4)[CH2:32][C:33](=[O:34])[NH:35][CH3:36])[n:13]([CH2:16][CH3:17])[c:14]3[n:15]2)[c:26]([F:30])[cH:27][cH:28][cH:29]1. Reactants: O=C([O-])[O-], CN(C)C=O, CCOC(=O)C=Cc1cc(-n2nn[nH]c2=O)c(F)cc1Cl, O=S(=O)([O-])CCCCF, [K+], [K+], O. Product: CCOC(=O)C=Cc1cc(-n2nnn(CCCF)c2=O)c(F)cc1Cl. As a reaction SMILES: [C:31](=[O:32])([O-:33])[O-:34].[CH3:38][N:39]([CH3:40])[CH:41]=[O:42].[Cl:1][c:2]1[c:3]([CH:15]=[CH:16][C:17](=[O:18])[O:19][CH2:20][CH3:21])[cH:4][c:5](-[n:9]2[n:10][n:11][nH:12][c:13]2=[O:14])[c:6]([F:8])[cH:7]1.[F:22][CH2:23][CH2:24][CH2:25][CH2:26][S:27]([O-:28])(=[O:29])=[O:30].[K+:35].[K+:36].[OH2:37]>>[Cl:1][c:2]1[c:3]([CH:15]=[CH:16][C:17](=[O:18])[O:19][CH2:20][CH3:21])[cH:4][c:5](-[n:9]2[n:10][n:11][n:12]([CH2:25][CH2:24][CH2:23][F:22])[c:13]2=[O:14])[c:6]([F:8])[cH:7]1. Starting materials: BrC=1C=C2C(=CC1)OC=1C=NC(=CC1[C@@]21N=C(OC1)N)Cl ((S)-7-bromo-3-chloro-5′H-spiro[chromeno[2,3-c]pyridine-5,4′-oxazol]-2′-amine), 458.18, FC1=CC=C(C=N1)B(O)O (6-fluoropyridin-3-ylboronic acid), CC1(C=C(CCO1)B1OC(C(O1)(C)C)(C)C)C (2-(6,6-dimethyl-3,6-dihydro-2H-pyran-4-yl)-4,4,5,5-tetramethyl-1,3,2-dioxaborolane). Yields the product CC1(C=C(CCO1)C1=CC2=C(C=N1)OC1=CC=C(C=C1[C@]21N=C(OC1)N)C=1C=NC(=CC1)F)C ((S)-3-(6,6-dimethyl-3,6-dihydro-2H-pyran-4-yl)-7-(6-fluoropyridin-3-yl)-5′H-spiro[chromeno[2,3-c]pyridine-5,4′-oxazol]-2′-amine). Reaction SMILES: Br[C:2]1[CH:3]=[C:4]2[C@@:15]3([CH2:19][O:18][C:17]([NH2:20])=[N:16]3)[C:14]3[CH:13]=[C:12](Cl)[N:11]=[CH:10][C:9]=3[O:8][C:5]2=[CH:6][CH:7]=1.[F:22][C:23]1[N:28]=[CH:27][C:26](B(O)O)=[CH:25][CH:24]=1.[CH3:32][C:33]1([CH3:48])[O:38][CH2:37][CH2:36][C:35](B2OC(C)(C)C(C)(C)O2)=[CH:34]1>>[CH3:32][C:33]1([CH3:48])[O:38][CH2:37][CH2:36][C:35]([C:12]2[N:11]=[CH:10][C:9]3[O:8][C:5]4[C:4]([C@@:15]5([CH2:19][O:18][C:17]([NH2:20])=[N:16]5)[C:14]=3[CH:13]=2)=[CH:3][C:2]([C:26]2[CH:27]=[N:28][C:23]([F:22])=[CH:24][CH:25]=2)=[CH:7][CH:6]=4)=[CH:34]1. Procedure details: The titled compound was synthesized by steps analogous to those described in method AA1 above, but using (S)-7-bromo-3-chloro-5′H-spiro[chromeno[2,3-c]pyridine-5,4′-oxazol]-2′-amine (prepared as described in Method BB41), 6-fluoropyridin-3-ylboronic acid and 2-(6,6-dimethyl-3,6-dihydro-2H-pyran-4-yl)-4,4,5,5-tetramethyl-1,3,2-dioxaborolane. MS m/z=459.0 [M+H]+. Calculated for C26H23FN4O3: 458.18 1H NMR (400 MHz, CHLOROFORM-d) δ ppm 1.38 (d, J=2.93 Hz, 6 H) 2.53-2.60 (m, 2 H) 3.96 (t, J=5.38 Hz, ...